From a dataset of the Open Reaction Database (ORD), a public repository of structured organic reaction records. describe an organic reaction: reactants, conditions, products, and yield Starting materials: CNC, CCO, Cc1[nH]c(=O)sc1C(=O)c1ccc(F)cc1. Yields the product Cc1[nH]c(=O)sc1C(=O)c1ccc(N(C)C)cc1. Reaction SMILES: [CH3:1][NH:2][CH3:3].[CH3:20][CH2:21][OH:22].[F:4][c:5]1[cH:6][cH:7][c:8]([C:9](=[O:10])[c:11]2[c:12]([CH3:17])[nH:13][c:14](=[O:16])[s:15]2)[cH:18][cH:19]1>>[CH3:1][N:2]([CH3:3])[c:5]1[cH:6][cH:7][c:8]([C:9](=[O:10])[c:11]2[c:12]([CH3:17])[nH:13][c:14](=[O:16])[s:15]2)[cH:18][cH:19]1. Starting materials: CO, O=C(O)C(CC1CCCC1)c1ccc(I)cc1, O=S(=O)(O)O. Product: COC(=O)C(CC1CCCC1)c1ccc(I)cc1. RXN SMILES: [CH3:23][OH:24].[CH:1]1([CH2:6][CH:7]([C:8](=[O:9])[OH:10])[c:11]2[cH:12][cH:13][c:14]([I:17])[cH:15][cH:16]2)[CH2:2][CH2:3][CH2:4][CH2:5]1.[S:18](=[O:19])(=[O:20])([OH:21])[OH:22]>>[CH:1]1([CH2:6][CH:7]([C:8]([O:9][CH3:23])=[O:10])[c:11]2[cH:12][cH:13][c:14]([I:17])[cH:15][cH:16]2)[CH2:2][CH2:3][CH2:4][CH2:5]1. The reactants are ClC1=C(C#N)C(=CC=C1)F (2-Chloro-6-fluorobenzonitrile), C[O-].[Na+] (NaOMe). Solvent: CO (MeOH). Yields the product ClC1=C(C#N)C(=CC=C1)OC (2-Chloro-6-methoxybenzonitrile). Isolated yield 98.5%. As a reaction SMILES: [Cl:1][C:2]1[CH:9]=[CH:8][CH:7]=[C:6](F)[C:3]=1[C:4]#[N:5].[CH3:11][O-:12].[Na+]>CO>[Cl:1][C:2]1[CH:9]=[CH:8][CH:7]=[C:6]([O:12][CH3:11])[C:3]=1[C:4]#[N:5] |f:1.2|. Reported procedure: 2-Chloro-6-fluorobenzonitrile (Aldrich, 5.0 g, 32.1 mmol) was dissolved in MeOH (100 mL), NaOMe (7.4 mL of 25% wt. solution, 32.1 mmol) and refluxed 18 h. The mixture was concentrated poured into EtOAc/H2O and extracted with EtOAc to give the title compound (5.3 g, 59%). The reactants are COC(=O)c1ccc(N(C)C(=O)Cc2ccc3c(c2)C(C)(C)CCC3(C)C)cc1, [Na+], [OH-]. Yields the product CN(C(=O)Cc1ccc2c(c1)C(C)(C)CCC2(C)C)c1ccc(C(=O)O)cc1. As a reaction SMILES: [CH3:1][N:2]([C:3]([CH2:4][c:5]1[cH:6][c:7]2[c:12]([cH:13][cH:14]1)[C:11]([CH3:15])([CH3:16])[CH2:10][CH2:9][C:8]2([CH3:17])[CH3:18])=[O:19])[c:20]1[cH:21][cH:22][c:23]([C:24](=[O:25])[O:26][CH3:27])[cH:28][cH:29]1.[Na+:31].[OH-:30]>>[CH3:1][N:2]([C:3]([CH2:4][c:5]1[cH:6][c:7]2[c:12]([cH:13][cH:14]1)[C:11]([CH3:15])([CH3:16])[CH2:10][CH2:9][C:8]2([CH3:17])[CH3:18])=[O:19])[c:20]1[cH:21][cH:22][c:23]([C:24](=[O:25])[OH:26])[cH:28][cH:29]1. Starting materials: C(C)C=1C=CC(=NC1)CCOC=1C=C(C=CC1)OC(C1=CC=CC=C1)=O (Benzoic acid 3-[2-(5-ethyl-pyridin-2-yl)-ethoxy]-phenyl ester), C1CCOC1.CO (THF CH3OH), [OH-].[Na+] (NaOH), Cl (HCl). Run in CCOC(=O)C (EtOAc), O (water). Run at temperature 5 celsius, time 15 minute. The product is C(C)C=1C=CC(=NC1)CCOC=1C=C(C=CC1)O (3-[2-(5-ethyl-pyridin-2-yl)-ethoxy]-phenol). As a reaction SMILES: [CH2:1]([C:3]1[CH:4]=[CH:5][C:6]([CH2:9][CH2:10][O:11][C:12]2[CH:13]=[C:14]([O:18]C(=O)C3C=CC=CC=3)[CH:15]=[CH:16][CH:17]=2)=[N:7][CH:8]=1)[CH3:2].C1COCC1.CO.[OH-].[Na+].Cl>CCOC(C)=O.O>[CH2:1]([C:3]1[CH:4]=[CH:5][C:6]([CH2:9][CH2:10][O:11][C:12]2[CH:13]=[C:14]([OH:18])[CH:15]=[CH:16][CH:17]=2)=[N:7][CH:8]=1)[CH3:2] |f:1.2,3.4|. Procedure details: To a solution of benzoic acid 3-[2-(5-ethyl-pyridin-2-yl)-ethoxy]-phenyl ester (493 mg, 1.42 mmol, example 70) in 1:1 THF/CH3OH (5 mL) is added 10N NaOH soln. (0.5 mL) and water (50 μL). The reaction mixture is stirred for 15 min then cooled to 5° C., adjusted to pH 7 with 2N HCl soln. and diluted with EtOAc. The organic layer is washed sequentially with brine, sat NaHCO3 soln. then dried over MgSO4 and concentrated. The residue is purified by several triturations with hexane to give the title c... The reactants are C1COCCO1, C[O-], NC=O, CCOC(=O)c1ncn2c1CN(C)C(=O)c1c(Cl)cccc1-2, [Na+], O. Yields the product CN1Cc2c(C(N)=O)ncn2-c2cccc(Cl)c2C1=O. RXN SMILES: [CH2:30]1[O:31][CH2:32][CH2:33][O:34][CH2:35]1.[CH3:26][O-:27].[CH:23](=[O:24])[NH2:25].[Cl:1][c:2]1[cH:3][cH:4][cH:5][c:6]2[c:7]1[C:8](=[O:22])[N:9]([CH3:21])[CH2:10][c:11]1[n:12]-2[cH:13][n:14][c:15]1[C:16](=[O:17])[O:18][CH2:19][CH3:20].[Na+:28].[OH2:29]>>[Cl:1][c:2]1[cH:3][cH:4][cH:5][c:6]2[c:7]1[C:8](=[O:22])[N:9]([CH3:21])[CH2:10][c:11]1[n:12]-2[cH:13][n:14][c:15]1[C:16](=[O:17])[NH2:25]. The reactants are O1C(OCC1)C=1C(=NC=CC1I)F (3-(1,3-dioxolan-2-yl)-2-fluoro-4-iodopyridine), O=C(C(=O)OC)CC (methyl 2-oxo-butyrate), O.C1CCOC1 (water THF), C(CCC)[Li] (butyllithium). The solvent is C1CCOC1 (THF), C1CCOC1 (THF), CCCCCC (hexane). The product is O1C(OCC1)C=1C(=NC=CC1C(C(=O)OC)(CC)O)F (Methyl 2-[3-(1,3-dioxolan-2-yl)-2-fluoro-4-pyridinyl]-2-hydroxybutanoate). As a reaction SMILES: C([Li])CCC.[O:6]1[CH2:10][CH2:9][O:8][CH:7]1[C:11]1[C:12]([F:18])=[N:13][CH:14]=[CH:15][C:16]=1I.[O:19]=[C:20]([CH2:25][CH3:26])[C:21]([O:23][CH3:24])=[O:22].O.C1COCC1>CCCCCC.C1COCC1>[O:6]1[CH2:10][CH2:9][O:8][CH:7]1[C:11]1[C:12]([F:18])=[N:13][CH:14]=[CH:15][C:16]=1[C:20]([OH:19])([CH2:25][CH3:26])[C:21]([O:23][CH3:24])=[O:22] |f:3.4|. Procedure details: 6.9 ml (11 mmol) of 1.6M butyllithium in hexane are added dropwise to a solution, stirred at −78° C. under an argon atmosphere, of 3.1 g (11 mmol) of 3-(1,3-dioxolan-2-yl)-2-fluoro-4-iodopyridine in 100 ml of THF. The reaction mixture is then stirred for 10 minutes at −78° C. before the dropwise addition of a solution of 1.5 g (13 mmol) of methyl 2-oxo-butyrate in 20 ml of THF. The mixture is stirred for 3 hours at −78° C., hydrolysed with a mixture of water/THF, and decanted. The aqueous phase ...